Dataset: the Open Reaction Database (ORD), a public repository of structured organic reaction records. Task: describe an organic reaction: reactants, conditions, products, and yield The reactants are NC1CC(NC(C1)(C)C)(C)C (4-amino-2,2,6,6-tetramethylpiperidine), CC(C)([O-])C.[K+] (potassium tert-butoxide), ClC=1C=C(C=CC1Cl)Br (3,4-dichlorobromobenzene), palladacycle, O1CCOCC1 (dioxane). Solvent: O (Water). The product is N (ammonia), Cl.ClC=1C=C(C=CC1Cl)NC1CC(NC(C1)(C)C)(C)C ((3,4-Dichloro-phenyl)-(2,2,6,6-tetramethyl-piperidin-4-yl)-amine hydrochloric acid salt). As a reaction SMILES: [NH2:1][CH:2]1[CH2:7][C:6]([CH3:9])([CH3:8])[NH:5][C:4]([CH3:11])([CH3:10])[CH2:3]1.CC(C)([O-])C.[K+].[Cl:18][C:19]1[CH:20]=[C:21](Br)[CH:22]=[CH:23][C:24]=1[Cl:25].O1CCOCC1>O>[NH3:1].[ClH:18].[Cl:18][C:19]1[CH:20]=[C:21]([NH:1][CH:2]2[CH2:3][C:4]([CH3:11])([CH3:10])[NH:5][C:6]([CH3:9])([CH3:8])[CH2:7]2)[CH:22]=[CH:23][C:24]=1[Cl:25] |f:1.2,7.8|. Procedure: A mixture of 4-amino-2,2,6,6-tetramethylpiperidine (3.4 ml, 20 mmol), potassium tert-butoxide (4.5 g, 40 mmol), 3,4-dichlorobromobenzene (4.97 g, 22 mmol), palladacycle (100 mg, 0.11 mmol) and dioxane (100 ml) was stirred at reflux for 2 h. Water (100 ml) was added and the mixture was extracted with diethyl ether (2×50 ml). Chromatography on silica gel with dichloromethane, methanol and conc. ammonia (89:10:1) gave the title compound. Yield 5.56 g, (82%). Hydrochloric acid in ether (6.5 ml, 3.1 ...